This data is from the Open Reaction Database (ORD), a public repository of structured organic reaction records. The task is: describe an organic reaction: reactants, conditions, products, and yield The reactants are C(=C/CCCCCCCC)/C1=CC=C(C(=O)N(CCCC(=O)O)O)C=C1 ((Z)-4-[[4-(1-Decenyl)benzoyl]hydroxyamino]butanoic acid), [OH-].C(CCC)[N+](CCCC)(CCCC)CCCC (tetrabutylammonium hydroxide), solution, O1CCOCC1 (dioxane), Cl (HCl). Run at time 8 hour. Product: C(CCC)[N+](CCCC)(CCCC)CCCC.C(C1=CC=CC=C1)ONCCCC(=O)[O-] (4-(Benzyloxyamino)butanoic acid, tetrabutylammonium salt). RXN SMILES: C(/[C:11]1[CH:26]=[CH:25][C:14]([C:15](N(O)CCCC(O)=O)=[O:16])=[CH:13][CH:12]=1)=C/CCCCCCCC.[OH-:27].[CH2:28]([N+:32]([CH2:41][CH2:42][CH2:43][CH3:44])([CH2:37][CH2:38][CH2:39][CH3:40])[CH2:33][CH2:34][CH2:35][CH3:36])[CH2:29][CH2:30][CH3:31].Cl.[O:46]1[CH2:51][CH2:50]OCC1>>[CH2:41]([N+:32]([CH2:28][CH2:29][CH2:30][CH3:31])([CH2:33][CH2:34][CH2:35][CH3:36])[CH2:37][CH2:38][CH2:39][CH3:40])[CH2:42][CH2:43][CH3:44].[CH2:15]([O:16][NH:32][CH2:28][CH2:29][CH2:50][C:51]([O-:46])=[O:27])[C:14]1[CH:13]=[CH:12][CH:11]=[CH:26][CH:25]=1 |f:1.2,5.6|. Procedure details: To a stirred solution of the compound prepared in Example 3 Part B (5.74 g, 30.0 mM) in dioxane (50 ml) was added tetrabutylammonium hydroxide (36 mM, 23.4 ml of a 40% solution) under argon and the mixture stirred at room temperature overnight. Excess base was neutralized with 1.0N HCl (6 ml, 6 mM) and then the crude mixture was evaporated. Residue was azeotroped (4×) with CH3CN to insure dryness, then stored under vacuum. TLC (9:1) CH2Cl2 --CH3OH, Rf product=0.48, UV and PMA, single spot. RXN SMILES: [C:18]([Cl:19])([Cl:20])([Cl:21])[Cl:22].[CH2:1]([CH3:2])[O:3][C:4]1=[CH:5][C:6](=[O:9])[CH2:7][CH2:8]1.[O:10]=[C:11]1[N:12]([Br:17])[C:13](=[O:14])[CH2:15][CH2:16]1>>[CH2:1]([CH3:2])[O:3][C:4]1=[C:5]([Br:17])[C:6](=[O:9])[CH2:7][CH2:8]1. Reactants: ClC(Cl)(Cl)Cl, CCOC1=CC(=O)CC1, O=C1CCC(=O)N1Br. The product is CCOC1=C(Br)C(=O)CC1. Starting materials: C(C)OC(=O)C=1C(N(C2=CC=C(C=C2C1Cl)Cl)C)=O (4,6-dichloro-1,2-dihydro-1-methyl-2-oxo-3-quinolinecarboxylic acid ethyl ester), N1CCOCC1 (morpholine). Run in O (water). The product is C(C)OC(=O)C=1C(N(C2=CC=C(C=C2C1N1CCOCC1)Cl)C)=O (6-Chloro-1,2-dihydro-1-methyl-4-(4-morpholinyl)-2-oxo-3-quinolinecarboxylic acid ethyl ester). Reaction SMILES: [CH2:1]([O:3][C:4]([C:6]1[C:7](=[O:19])[N:8]([CH3:18])[C:9]2[C:14]([C:15]=1Cl)=[CH:13][C:12]([Cl:17])=[CH:11][CH:10]=2)=[O:5])[CH3:2].[NH:20]1[CH2:25][CH2:24][O:23][CH2:22][CH2:21]1>O>[CH2:1]([O:3][C:4]([C:6]1[C:7](=[O:19])[N:8]([CH3:18])[C:9]2[C:14]([C:15]=1[N:20]1[CH2:25][CH2:24][O:23][CH2:22][CH2:21]1)=[CH:13][C:12]([Cl:17])=[CH:11][CH:10]=2)=[O:5])[CH3:2]. Reported procedure: A solution of 200 mg. of 4,6-dichloro-1,2-dihydro-1-methyl-2-oxo-3-quinolinecarboxylic acid ethyl ester, (prepared in Example 4) in 1 ml. of morpholine was heated in a test tube for a few minutes and then was poured into 40 ml. of water. The resulting precipitate was collected and washed with water. Recrystallization from ethanol gave the title compound with m.p. 167°-169° C. Starting materials: C(C)N1CCN(CC1)C=1N=C(C=C2C1SC=C2)C2=CC=C(C=C2)O (7-(4-ethylpiperazin-1-yl)-5-(4-hydroxyphenyl)thieno[2,3-c]pyridine), [H-].[Na+] (sodium hydride), CC(CBr)(O[SiH2]C(C)(C)C)C (dimethyl-(t-butyl)silyloxyethyl bromide), [Cl-].[NH4+] (ammonium chloride), [H][H] (hydrogen). Solvent: CN(C=O)C (dimethylformamide), C(C)(=O)OCC (Ethyl acetate). Product: C(C)N1CCN(CC1)C=1N=C(C=C2C1SC=C2)C2=CC=C(C=C2)OCCO (7-(4-Ethylpiperazin-1-yl)-5-[4-(2-hydroxyethoxy)phenyl)thieno[2,3-c]pyridine). Isolated yield 49.7%. As a reaction SMILES: [CH2:1]([N:3]1[CH2:8][CH2:7][N:6]([C:9]2[N:10]=[C:11]([C:18]3[CH:23]=[CH:22][C:21]([OH:24])=[CH:20][CH:19]=3)[CH:12]=[C:13]3[CH:17]=[CH:16][S:15][C:14]=23)[CH2:5][CH2:4]1)[CH3:2].[H-].[Na+].[H][H].[CH3:29][C:30](C)([O:33][SiH2]C(C)(C)C)CBr.[Cl-].[NH4+]>C(OCC)(=O)C.CN(C)C=O>[CH2:1]([N:3]1[CH2:8][CH2:7][N:6]([C:9]2[N:10]=[C:11]([C:18]3[CH:23]=[CH:22][C:21]([O:24][CH2:29][CH2:30][OH:33])=[CH:20][CH:19]=3)[CH:12]=[C:13]3[CH:17]=[CH:16][S:15][C:14]=23)[CH2:5][CH2:4]1)[CH3:2] |f:1.2,5.6|. Procedure: To 7-(4-ethylpiperazin-1-yl)-5-(4-hydroxyphenyl)thieno[2,3-c]pyridine (130 mg)/dimethylformamide (10 ml) solution was added 60% sodium hydride (23 mg) at room temperature. After the evolution of hydrogen was ceased, dimethyl-(t-butyl)silyloxyethyl bromide (100 mg) was added thereto, and the mixture was reacted at room temperature for 12 hr. Ethyl acetate and an aqueous solution of ammonium chloride were added to the reaction solution. The organic phase was separated, washed with water, dried and... The reactants are O=C(Cl)C(CCBr)(c1ccccc1)c1ccccc1, O=C([O-])[O-], CN, Cc1ccccc1, [Na+], [Na+], O. The product is Br, NC=C1OCCC1(c1ccccc1)c1ccccc1. RXN SMILES: [Br:9][CH2:10][CH2:11][C:12]([C:13](=[O:14])[Cl:15])([c:16]1[cH:17][cH:18][cH:19][cH:20][cH:21]1)[c:22]1[cH:23][cH:24][cH:25][cH:26][cH:27]1.[C:3](=[O:4])([O-:5])[O-:6].[CH3:1][NH2:2].[CH3:29][c:30]1[cH:31][cH:32][cH:33][cH:34][cH:35]1.[Na+:7].[Na+:8].[OH2:28]>>[BrH:9].[CH:1]([NH2:2])=[C:13]1[C:12]([c:16]2[cH:17][cH:18][cH:19][cH:20][cH:21]2)([c:22]2[cH:23][cH:24][cH:25][cH:26][cH:27]2)[CH2:11][CH2:10][O:14]1.